describe an organic reaction: reactants, conditions, products, and yield From a dataset of the Open Reaction Database (ORD), a public repository of structured organic reaction records. The reactants are C1CCOC1, [Li]CCCC, CC(C)(C)C(=O)Nc1ccc(F)c(F)c1, CCOC(=O)c1ccc(F)cc1. Yields the product CC(C)(C)C(=O)Nc1ccc(F)c(F)c1C(=O)c1ccc(F)cc1. Reaction SMILES: [CH2:33]1[O:34][CH2:35][CH2:36][CH2:37]1.[CH3:16][CH2:17][CH2:18][CH2:19][Li:20].[F:1][c:2]1[cH:3][c:4]([NH:9][C:10]([C:11]([CH3:12])([CH3:13])[CH3:14])=[O:15])[cH:5][cH:6][c:7]1[F:8].[F:21][c:22]1[cH:23][cH:24][c:25]([C:26](=[O:27])[O:28][CH2:29][CH3:30])[cH:31][cH:32]1>>[F:1][c:2]1[c:3]([C:26]([c:25]2[cH:24][cH:23][c:22]([F:21])[cH:32][cH:31]2)=[O:27])[c:4]([NH:9][C:10]([C:11]([CH3:12])([CH3:13])[CH3:14])=[O:15])[cH:5][cH:6][c:7]1[F:8]. Starting materials: ClCOC(CC(COC([C@@H](NC(=O)OCC1=CC=CC=C1)C(C)C)=O)COC([C@@H](NC(=O)OCC1=CC=CC=C1)C(C)C)=O)=O (3,3-bis (N-CBz-L-valyloxymethyl)-propionic acid chloromethyl ester), [I-].[Na+] (Sodium iodide). Run in C(C)#N (acetonitrile). Product: ICOC(CC(COC([C@@H](NC(=O)OCC1=CC=CC=C1)C(C)C)=O)COC([C@@H](NC(=O)OCC1=CC=CC=C1)C(C)C)=O)=O (3,3-bis-(N-CBz-L-valyloxymethyl)propionic acid iodomethyl ester). As a reaction SMILES: Cl[CH2:2][O:3][C:4](=[O:45])[CH2:5][CH:6]([CH2:26][O:27][C:28](=[O:44])[C@H:29]([CH:41]([CH3:43])[CH3:42])[NH:30][C:31]([O:33][CH2:34][C:35]1[CH:40]=[CH:39][CH:38]=[CH:37][CH:36]=1)=[O:32])[CH2:7][O:8][C:9](=[O:25])[C@H:10]([CH:22]([CH3:24])[CH3:23])[NH:11][C:12]([O:14][CH2:15][C:16]1[CH:21]=[CH:20][CH:19]=[CH:18][CH:17]=1)=[O:13].[I-:46].[Na+]>C(#N)C>[I:46][CH2:2][O:3][C:4](=[O:45])[CH2:5][CH:6]([CH2:26][O:27][C:28](=[O:44])[C@H:29]([CH:41]([CH3:43])[CH3:42])[NH:30][C:31]([O:33][CH2:34][C:35]1[CH:40]=[CH:39][CH:38]=[CH:37][CH:36]=1)=[O:32])[CH2:7][O:8][C:9](=[O:25])[C@H:10]([CH:22]([CH3:24])[CH3:23])[NH:11][C:12]([O:14][CH2:15][C:16]1[CH:21]=[CH:20][CH:19]=[CH:18][CH:17]=1)=[O:13] |f:1.2|. Reported procedure: 3,3-bis (N-CBz-L-valyloxymethyl)-propionic acid chloromethyl ester (900 mg, 1.38 mmole) was dissolved in acetonitrile (5 ml). Sodium iodide (289 mg, 1.93 mmole) was added to the solution. After reaction at 70° C. for 3 hr, the reaction mixture was filtered and the residue was dissolved in methylene chloride (5 ml) and refiltered. The solution was dried and gave the titled product. 800 mg.